This data is from the Open Reaction Database (ORD), a public repository of structured organic reaction records. The task is: describe an organic reaction: reactants, conditions, products, and yield Reactants: C(C)(C)(C)C1=CC=C(C=C1)S(=O)(=O)NC1=NC(=NC(=C1C1=CC=CC=C1)OCCN)SC (4-tert.-butyl-N-[6-(2-aminoethoxy)-2-methylsulfanyl-5-phenyl-pyrimidin-4-yl]-benzenesulfonamide), C1(=CC=C(C=C1)S(=O)(=O)Cl)C (toluene-4-sulfonylchloride). Yields the product C1(=CC=CC=C1)S(=O)(=O)N (benzenesulfonamide). Reaction SMILES: C([C:5]1[CH:10]=[CH:9][C:8]([S:11]([NH:14]C2C(C3C=CC=CC=3)=C(OCCN)N=C(SC)N=2)(=[O:13])=[O:12])=[CH:7][CH:6]=1)(C)(C)C.C1(C)C=CC(S(Cl)(=O)=O)=CC=1>>[C:8]1([S:11]([NH2:14])(=[O:13])=[O:12])[CH:9]=[CH:10][CH:5]=[CH:6][CH:7]=1. Procedure: According to Example 4a) 100 mg 4-tert.-butyl-N-[6-(2-aminoethoxy)-2-methylsulfanyl-5-phenyl-pyrimidin-4-yl]-benzenesulfonamide was reacted with 123 mg toluene-4-sulfonylchloride to give 120 mg 4-tert.-butyl-N-[6-(2-(p-methylphenylsulfonyl)-amino)-ethoxy)-2-methylsulfanyl-5-phenyl-pyrimidin-4-yl]-benzenesulfonamide. LC-MS: tR=6.16 min. [M−1]−=625.49. Run in O (H2O). As a reaction SMILES: [CH3:1][CH:2]([C:8](OCC)=O)[C:3]([O:5]CC)=[O:4].[Na].[N:14]1[CH:19]=[CH:18][CH:17]=[CH:16][C:15]=1[C:20]1[CH:27]=[CH:26][CH:25]=[CH:24][C:21]=1CBr.[OH-].[K+]>O>[N:14]1[CH:19]=[CH:18][CH:17]=[CH:16][C:15]=1[C:20]1[CH:21]=[CH:24][CH:25]=[CH:26][C:27]=1[CH2:8][CH:2]([CH3:1])[C:3]([OH:5])=[O:4] |f:3.4,^1:12|. Run at temperature 130 celsius. The product is N1=C(C=CC=C1)C1=C(CC(C(=O)O)C)C=CC=C1 (2-(2-(2-Pyridyl)benzyl)propionic Acid). Procedure: 148 g (0.85 mol) of diethyl methylmalonate were added dropwise at room temperature to 19.5 g (0.85 mol) of sodium in 400 cm3 of H2 O-free EtOH. Subsequently, 211 g (0.85 mol) of 2-(2-pyridyl)benzyl bromide were added dropwise and the mixture was heated under reflux for 3 hours. At room temperature, 143 g (2.55 mol) of KOH dissolved in 500 cm3 of H2O were added and the mixture was heated under reflux for a further 4 hours. The EtOH was distilled off and the residue was admixed with H2O until comp... Starting materials: CC(C(=O)OCC)C(=O)OCC (diethyl methylmalonate), [Na] (sodium), [OH-].[K+] (KOH), N1=C(C=CC=C1)C1=C(CBr)C=CC=C1 (2-(2-pyridyl)benzyl bromide). Reactants: BrC(C(C=C(C)C)O)(C(F)(F)F)Cl (5-Bromo-5-chloro-4-hydroxy-2-methyl-6,6,6-trifluorohex-2ene), C(C)(OC)(OC)OC (trimethyl orthoacetate), C(C(C)C)(=O)O (isobutyric acid), 5A. Reaction conditions: temperature 111 celsius. The product is CC(C)=CCCC(F)(F)F (2-methyl-6,6,6-trifluorohex-2-ene). Reaction SMILES: Br[C:2](Cl)([C:9]([F:12])([F:11])[F:10])[CH:3](O)[CH:4]=[C:5]([CH3:7])[CH3:6].C(OC)(OC)(OC)C.C(O)(=O)C(C)C>>[CH3:6][C:5](=[CH:4][CH2:3][CH2:2][C:9]([F:12])([F:11])[F:10])[CH3:7]. Reported procedure: 5-Bromo-5-chloro-4-hydroxy-2-methyl-6,6,6-trifluorohex-2ene (10.0 g), trimethyl orthoacetate (48.0 g) and isobutyric acid (0.29 g) were charged to a round-bottomed flask fitted with: nitrogen inlet/bubbler, thermometer and Dean and Stark received packed with 5A molecular seives. The mixture was heated with agitation to reflux and distillates collected until reaction mass temperature increased to 111° C. (ca. 1 hr). Once the reaction was complete, the residual trimethyl orthoacetate was removed b... Product: C(C=C)C1=C(C(=CC=C1F)Br)O (2-allyl-6-bromo-3-fluorophenol). The yield is 95.0%. The reactants are C(C=C)OC1=C(C=CC(=C1)F)Br (2-(allyloxy)-1-bromo-4-fluorobenzene), C1(=CC(=CC(=C1)C)C)C (mesitylene), Intermediate 8. Procedure: Treatment of 2-(allyloxy)-1-bromo-4-fluorobenzene (12.00 g, 0.052 mol) in refluxing mesitylene generally according to the reaction procedure described for Intermediate 8 provided 11.5 g (95%) of 2-allyl-6-bromo-3-fluorophenol as a pale yellow oil. Rf=0.48 (silica, ethyl acetate:hexanes 1:4); Anal. calcd. for C9H8BrFO: C, 46.78; H, 3.49. Found: C, 47.59; H, 3.47. Reaction SMILES: C([O:4][C:5]1[CH:10]=[C:9]([F:11])[CH:8]=[CH:7][C:6]=1[Br:12])C=C.[C:13]1(C)[CH:18]=C(C)C=C(C)[CH:14]=1>>[CH2:18]([C:10]1[C:9]([F:11])=[CH:8][CH:7]=[C:6]([Br:12])[C:5]=1[OH:4])[CH:13]=[CH2:14]. Starting materials: CCOCC.CCCCCC (ether hexane), C(C)(C)(C)OC(=O)N[C@H](C(=O)OC(C)C)CCCO (isopropyl 2(S)-(tert-butoxycarbonylamino)-5-hydroxypentanoate), product, C(OCC=C)(OC)=O (allyl methyl carbonate), C=1C=CC(=CC1)P(C=2C=CC=CC2)C3=CC=C4C=CC=CC4=C3C5=C6C=CC=CC6=CC=C5P(C=7C=CC=CC7)C=8C=CC=CC8 (BINAP). Reagents/catalysts: C=1C=CC(=CC1)/C=C/C(=O)/C=C/C2=CC=CC=C2.C=1C=CC(=CC1)/C=C/C(=O)/C=C/C2=CC=CC=C2.C=1C=CC(=CC1)/C=C/C(=O)/C=C/C2=CC=CC=C2.[Pd].[Pd] (Pd2(dba)3). The solvent is CCOCC (ether), C1CCOC1 (THF). Yields the product C(C=C)OCCC[C@@H](C(=O)OC(C)C)NC(=O)OC(C)(C)C (isopropyl 5-allyloxy-2(S)-(tert-butoxycarbonylamino)pentanoate). As a reaction SMILES: [C:1]([O:5][C:6]([NH:8][C@@H:9]([CH2:16][CH2:17][CH2:18][OH:19])[C:10]([O:12][CH:13]([CH3:15])[CH3:14])=[O:11])=[O:7])([CH3:4])([CH3:3])[CH3:2].C(=O)(OC)O[CH2:22][CH:23]=[CH2:24].C1C=CC(P(C2C(C3C(P(C4C=CC=CC=4)C4C=CC=CC=4)=CC=C4C=3C=CC=C4)=C3C(C=CC=C3)=CC=2)C2C=CC=CC=2)=CC=1.CCOCC.CCCCCC>C1COCC1.CCOCC.C1C=CC(/C=C/C(/C=C/C2C=CC=CC=2)=O)=CC=1.C1C=CC(/C=C/C(/C=C/C2C=CC=CC=2)=O)=CC=1.C1C=CC(/C=C/C(/C=C/C2C=CC=CC=2)=O)=CC=1.[Pd].[Pd]>[CH2:24]([O:19][CH2:18][CH2:17][CH2:16][C@H:9]([NH:8][C:6]([O:5][C:1]([CH3:2])([CH3:3])[CH3:4])=[O:7])[C:10]([O:12][CH:13]([CH3:15])[CH3:14])=[O:11])[CH:23]=[CH2:22] |f:3.4,7.8.9.10.11|. Reported procedure: A degassed mixture of isopropyl 2(S)-(tert-butoxycarbonylamino)-5-hydroxypentanoate (product of step 26C, 17.6 g, 63.9 mmol), allyl methyl carbonate (24.0 ml, 213 mmol), Pd2(dba)3 (1.62 g, 1.78 mmol) and BINAP (4.42 g, 7.10 mmol) in THF (150 mL) was refluxed under nitrogen for 3 hours. After cooling to room temperature, the reaction was diluted with ether, filtered through celite and evaporated giving a dark brown syrup. Flash chromatography of the residue (silica gel, 30% ether/hexane) gave iso...